Dataset: the Open Reaction Database (ORD), a public repository of structured organic reaction records. Task: describe an organic reaction: reactants, conditions, products, and yield Reactants: FC=1C=C2C(NC(N(C2=CC1)CC1=CC(=CC=C1)C(=O)O)=O)=O (6-fluoro-1-(3-carboxybenzyl)quinazoline-2,4(1H,3H)-dione), FC=1C=C2C(NC(NC2=CC1)=O)=O (6-fluoroquinazoline-2,4(1H,3H)-dione), BrCC=1C=C(C(=O)OC)C=CC1 (methyl 3-(bromomethyl)benzoate), COC(=O)C=1C=C(CN2C(NC(C3=CC=CC=C23)=O)=O)C=CC1 (1-(3-Methoxycarbonylbenzyl)quinazoline-2,4(1H,3H)-dione), substituted piperazine, compound. The product is C1(CCCCC1)C(=O)N1CCN(CC1)C(=O)C=1C=C(CN2C(NC(C3=CC=CC(=C23)F)=O)=O)C=CC1 (1-(3-(4-(Cyclohexylcarbonyl)piperazine-1-carbonyl)benzyl)-8-fluoroquinazoline-2,4(1H,3H)-dione). Reaction SMILES: [F:1][C:2]1[CH:3]=[C:4]2[C:9](=[CH:10][CH:11]=1)[N:8]([CH2:12][C:13]1[CH:18]=[CH:17][CH:16]=[C:15]([C:19](O)=[O:20])[CH:14]=1)[C:7](=[O:22])[NH:6][C:5]2=[O:23].F[C:25]1[CH:26]=[C:27]2[C:32](=[CH:33][CH:34]=1)N[C:30](=O)[NH:29][C:28]2=[O:36].BrCC1C=C(C=CC=1)C(OC)=O.COC(C1C=[C:55](C=CC=1)[CH2:56][N:57]1C2C(=CC=CC=2)C(=O)N[C:58]1=O)=O>>[CH:27]1([C:28]([N:29]2[CH2:55][CH2:56][N:57]([C:19]([C:15]3[CH:14]=[C:13]([CH:18]=[CH:17][CH:16]=3)[CH2:12][N:8]3[C:3]4[C:4](=[CH:9][CH:10]=[CH:11][C:2]=4[F:1])[C:5](=[O:23])[NH:6][C:7]3=[O:22])=[O:20])[CH2:58][CH2:30]2)=[O:36])[CH2:32][CH2:33][CH2:34][CH2:25][CH2:26]1. Procedure details: The following compounds were prepared from 6-fluoro-1-(3-carboxybenzyl)quinazoline-2,4(1H,3H)-dione (prepared from 6-fluoroquinazoline-2,4(1H,3H)-dione and methyl 3-(bromomethyl)benzoate using procedures similar to those of compounds of Examples 1 and 2), and the corresponding substituted piperazine using a procedure similar to those described for the synthesis of compound of Example 3. Procedure: The title compound was prepared from 7-trifluoromethyl-5-(4-trifluoromethyl-phenyl)-pyrazolo[1,5-a]pyrimidine-3-carboxylic acid (example C.2) and 3-amino-N-(2,2-dimethyl-propyl)-benzenesulfonamide (example B.4) according to general procedure II. Light yellow solid. MS (ISP) 598.1 [(M−H−]; mp 231° C. RXN SMILES: [F:1][C:2]([F:26])([F:25])[C:3]1[N:8]2[N:9]=[CH:10][C:11]([C:12](O)=[O:13])=[C:7]2[N:6]=[C:5]([C:15]2[CH:20]=[CH:19][C:18]([C:21]([F:24])([F:23])[F:22])=[CH:17][CH:16]=2)[CH:4]=1.[NH2:27][C:28]1[CH:29]=[C:30]([S:34]([NH:37][CH2:38][C:39]([CH3:42])([CH3:41])[CH3:40])(=[O:36])=[O:35])[CH:31]=[CH:32][CH:33]=1>>[CH3:40][C:39]([CH3:42])([CH3:41])[CH2:38][NH:37][S:34]([C:30]1[CH:29]=[C:28]([NH:27][C:12]([C:11]2[CH:10]=[N:9][N:8]3[C:3]([C:2]([F:26])([F:25])[F:1])=[CH:4][C:5]([C:15]4[CH:20]=[CH:19][C:18]([C:21]([F:24])([F:22])[F:23])=[CH:17][CH:16]=4)=[N:6][C:7]=23)=[O:13])[CH:33]=[CH:32][CH:31]=1)(=[O:36])=[O:35]. Reactants: FC(C1=CC(=NC=2N1N=CC2C(=O)O)C2=CC=C(C=C2)C(F)(F)F)(F)F (7-trifluoromethyl-5-(4-trifluoromethyl-phenyl)-pyrazolo[1,5-a]pyrimidine-3-carboxylic acid), NC=1C=C(C=CC1)S(=O)(=O)NCC(C)(C)C (3-amino-N-(2,2-dimethyl-propyl)-benzenesulfonamide). Yields the product CC(CNS(=O)(=O)C=1C=C(C=CC1)NC(=O)C=1C=NN2C1N=C(C=C2C(F)(F)F)C2=CC=C(C=C2)C(F)(F)F)(C)C (7-Trifluoromethyl-5-(4-trifluoromethyl-phenyl)-pyrazolo[1,5-a]pyrimidine-3-carboxylic acid[3-(2,2-dimethyl-propylsulfamoyl)-phenyl]-amide). The reactants are CCOC(C)=O, CCCCCCC, CCNc1cc(Cl)c(OC(F)(F)C(F)C(F)(F)F)c(Cl)c1F, ClCCCl, CC(Cl)Cl, O=C=NC(=O)c1c(F)cccc1F. Yields the product CCN(C(=O)NC(=O)c1c(F)cccc1F)c1cc(Cl)c(OC(F)(F)C(F)C(F)(F)F)c(Cl)c1F. As a reaction SMILES: [C:36]([O:37][CH2:38][CH3:39])(=[O:40])[CH3:41].[CH3:42][CH2:43][CH2:44][CH2:45][CH2:46][CH2:47][CH3:48].[Cl:1][c:2]1[c:3]([F:22])[c:4]([NH:5][CH2:6][CH3:7])[cH:8][c:9]([Cl:21])[c:10]1[O:11][C:12]([CH:13]([C:14]([F:15])([F:16])[F:17])[F:18])([F:19])[F:20].[Cl:49][CH2:50][CH2:51][Cl:52].[Cl:53][CH:54]([Cl:55])[CH3:56].[F:23][c:24]1[c:25]([C:26](=[O:27])[N:28]=[C:29]=[O:30])[c:31]([F:35])[cH:32][cH:33][cH:34]1>>[Cl:1][c:2]1[c:3]([F:22])[c:4]([N:5]([CH2:6][CH3:7])[C:29]([NH:28][C:26]([c:25]2[c:24]([F:23])[cH:34][cH:33][cH:32][c:31]2[F:35])=[O:27])=[O:30])[cH:8][c:9]([Cl:21])[c:10]1[O:11][C:12]([CH:13]([C:14]([F:15])([F:16])[F:17])[F:18])([F:19])[F:20].